From a dataset of the Open Reaction Database (ORD), a public repository of structured organic reaction records. describe an organic reaction: reactants, conditions, products, and yield Reactants: ClC1=CC(=C(C=C1)[C@H](CC(=O)C1=CC(=NC=C1)C)C1=CC=C(C=C1)C1CCN(CC1)S(=O)(=O)N)C ((R)-4-(4-(1-(4-chloro-2-methylphenyl)-3-(2-methylpyridin-4-yl)-3-oxopropyl)phenyl)piperidine-1-sulfonamide), Cl.NO (hydroxylamine hydrochloride), C(O)([O-])=O.[Na+] (sodium hydrogencarbonate). Yields the product ClC1=CC(=C(C=C1)[C@H](C\C(\C1=CC(=NC=C1)C)=N/O)C1=CC=C(C=C1)C1CCN(CC1)S(=O)(=O)N)C ((R,E)-4-(4-(1-(4-Chloro-2-methylphenyl)-3-(hydroxyimino)-3-(2-methylpyridin-4-yl)propyl)phenyl)piperidine-1-sulfonamide). RXN SMILES: [Cl:1][C:2]1[CH:7]=[CH:6][C:5]([C@@H:8]([C:19]2[CH:24]=[CH:23][C:22]([CH:25]3[CH2:30][CH2:29][N:28]([S:31]([NH2:34])(=[O:33])=[O:32])[CH2:27][CH2:26]3)=[CH:21][CH:20]=2)[CH2:9][C:10]([C:12]2[CH:17]=[CH:16][N:15]=[C:14]([CH3:18])[CH:13]=2)=O)=[C:4]([CH3:35])[CH:3]=1.Cl.[NH2:37][OH:38].C(=O)([O-])O.[Na+]>>[Cl:1][C:2]1[CH:7]=[CH:6][C:5]([C@@H:8]([C:19]2[CH:24]=[CH:23][C:22]([CH:25]3[CH2:30][CH2:29][N:28]([S:31]([NH2:34])(=[O:33])=[O:32])[CH2:27][CH2:26]3)=[CH:21][CH:20]=2)[CH2:9]/[C:10](=[N:37]\[OH:38])/[C:12]2[CH:17]=[CH:16][N:15]=[C:14]([CH3:18])[CH:13]=2)=[C:4]([CH3:35])[CH:3]=1 |f:1.2,3.4|. Procedure: In analogy to example 1, step 2, from (R)-4-(4-(1-(4-chloro-2-methylphenyl)-3-(2-methylpyridin-4-yl)-3-oxopropyl)phenyl)piperidine-1-sulfonamide and hydroxylamine hydrochloride in the presence of sodium hydrogencarbonate was prepared the title compound as a white foam, MS (ESI+): m/z=527.3 ([M+H]+). The reactants are CC(CC(C)(C)C)(C)C1=CC=C(OC[C@@H]2CN=C(O2)N)C=C1 ((S)-5-(4-(1,1,3,3-tetramethyl-butyl) -phenoxymethyl)-4,5-dihydro-oxazol-2-ylamine), C(C)OC(C#CC)=O (but-2-ynoic acid ethyl ester). The solvent is C(Cl)(Cl)Cl (CHCl3). The product is CC1=CC(N=C2N1C[C@H](O2)COC2=CC=C(C=C2)C(CC(C)(C)C)(C)C)=O ((S)-5-Methyl-2-[4-(1,1,3,3-tetramethyl-butyl)-phenoxymethyl]-2,3-dihydro-oxazolo[3,2-a]pyrimidin-7-one). As a reaction SMILES: [CH3:1][C:2]([C:9]1[CH:22]=[CH:21][C:12]([O:13][CH2:14][C@H:15]2[O:19][C:18]([NH2:20])=[N:17][CH2:16]2)=[CH:11][CH:10]=1)([CH3:8])[CH2:3][C:4]([CH3:7])([CH3:6])[CH3:5].C([O:25][C:26](=O)[C:27]#[C:28][CH3:29])C>C(Cl)(Cl)Cl>[CH3:29][C:28]1[N:17]2[CH2:16][C@@H:15]([CH2:14][O:13][C:12]3[CH:21]=[CH:22][C:9]([C:2]([CH3:1])([CH3:8])[CH2:3][C:4]([CH3:5])([CH3:6])[CH3:7])=[CH:10][CH:11]=3)[O:19][C:18]2=[N:20][C:26](=[O:25])[CH:27]=1. Reported procedure: The title compound was prepared from (S)-5-(4-(1,1,3,3-tetramethyl-butyl) -phenoxymethyl)-4,5-dihydro-oxazol-2-ylamine (see Example 27) and but-2-ynoic acid ethyl ester employing the procedure described in Example 95. [α]D25 −36.20 (c 0.5, CHCl3). The product is C(C)(=O)OCCN(C=1C(=C(C(=C(C(=O)NCC(COC(C)=O)OC(C)=O)C1I)I)COC(C)=O)I)C(C(C)OC(C)=O)=O (5-[N′-(2-Acetoxyethyl)-2-acetoxypropionylamino]-3-acetoxymethyl-N-(2,3-di-acetoxypropyl)-2,4,6-triiodobenzamide). Reaction SMILES: [C:1]([O:4][CH:5]([CH3:37])[C:6]([NH:8][C:9]1[C:10]([I:36])=[C:11]([CH2:31][O:32][C:33](=[O:35])[CH3:34])[C:12]([I:30])=[C:13]([C:28]=1[I:29])[C:14]([NH:16][CH2:17][CH:18]([O:24][C:25](=[O:27])[CH3:26])[CH2:19][O:20][C:21](=[O:23])[CH3:22])=[O:15])=[O:7])(=[O:3])[CH3:2].[C:38]([O:41][CH2:42][CH2:43]Br)(=[O:40])[CH3:39]>>[C:38]([O:41][CH2:42][CH2:43][N:8]([C:6](=[O:7])[CH:5]([O:4][C:1](=[O:3])[CH3:2])[CH3:37])[C:9]1[C:10]([I:36])=[C:11]([CH2:31][O:32][C:33](=[O:35])[CH3:34])[C:12]([I:30])=[C:13]([C:28]=1[I:29])[C:14]([NH:16][CH2:17][CH:18]([O:24][C:25](=[O:27])[CH3:26])[CH2:19][O:20][C:21](=[O:23])[CH3:22])=[O:15])(=[O:40])[CH3:39]. The yield is 95.0%. The reactants are C(C)(=O)OC(C(=O)NC=1C(=C(C(=C(C(=O)NCC(COC(C)=O)OC(C)=O)C1I)I)COC(C)=O)I)C (5-(2-Acetoxypropionylamino)-3-acetoxymethyl-N-(2,3-diacetoxypropyl)-2,4,6-triiodobenzamide), C(C)(=O)OCCBr (2-bromoethyl acetate). Reported procedure: 5-(2-Acetoxypropionylamino)-3-acetoxymethyl-N-(2,3-diacetoxypropyl)-2,4,6-triiodobenzamide was alkylated with 2-bromoethyl acetate according to the general procedure described in Example 25a. After work up the product was isolated in 95% yield.